Dataset: the Open Reaction Database (ORD), a public repository of structured organic reaction records. Task: describe an organic reaction: reactants, conditions, products, and yield Starting materials: IC=1C=C2C(=NC1)NC=C2 (5-iodo-1H-pyrrolo[2,3-b]pyridine), [Cl-].[Cl-].[Cl-].[Al+3] (aluminum trichloride), FC1=C(C(=O)Cl)C(=CC=C1[N+](=O)[O-])F (2,6-difluoro-3-nitro-benzoyl chloride). Solvent: [N+](=O)([O-])C (nitromethane). Run at time 1 hour. Yields the product FC1=C(C(=CC=C1[N+](=O)[O-])F)C(=O)C1=CNC2=NC=C(C=C21)I ((2,6-difluoro-3-nitro-phenyl)-(5-iodo-1H-pyrrolo[2,3-b]pyridin-3-yl)-methanone). Yield: 60.2%. RXN SMILES: [I:1][C:2]1[CH:3]=[C:4]2[CH:10]=[CH:9][NH:8][C:5]2=[N:6][CH:7]=1.[Cl-].[Cl-].[Cl-].[Al+3].[F:15][C:16]1[C:24]([N+:25]([O-:27])=[O:26])=[CH:23][CH:22]=[C:21]([F:28])[C:17]=1[C:18](Cl)=[O:19]>[N+](C)([O-])=O>[F:15][C:16]1[C:24]([N+:25]([O-:27])=[O:26])=[CH:23][CH:22]=[C:21]([F:28])[C:17]=1[C:18]([C:10]1[C:4]2[C:5](=[N:6][CH:7]=[C:2]([I:1])[CH:3]=2)[NH:8][CH:9]=1)=[O:19] |f:1.2.3.4|. Procedure details: In a reaction vial, 5-iodo-1H-pyrrolo[2,3-b]pyridine (43, 1.00 g, 4.10 mmol) is mixed with 22 mL of nitromethane and aluminum trichloride (3.28 g, 24.6 mmol) is added. The reaction is stirred at room temperature for 1 hour and 2,6-difluoro-3-nitro-benzoyl chloride (44, 1.36 g, 6.15 mmol) is added. The reaction is heated at 45° C. for 93 hours, then quenched with addition of methanol. The resulting precipitate is collected by filtration to provide the desired compound (45, 1.06 g). Starting materials: C(C)(=O)OCC (ethyl acetate), [BH4-].[Na+] (Sodium borohydride), ClC1=CC=C(C=C1)S(=O)(=O)NCCC=1C=C(C=C(C1)C(C1=CC=C(C=C1)F)=O)CCC(=O)O (3-[2-[(4-chlorophenyl)sulphonylamino]ethyl]-5-(4-fluorobenzoyl)benzenepropanoic acid), Cl (hydrochloric acid). The solvent is C(C)O (ethanol). Run at time 18 hour. The product is ClC1=CC=C(C=C1)S(=O)(=O)NCCC=1C=C(C=C(C1)C(O)C1=CC=C(C=C1)F)CCC(=O)O (3-[2-[(4-Chlorophenyl)sulphonylamino]ethyl]-5-[(4-fluorophenyl)hydroxymethyl]benzenepropanoic acid). Yield: 71.7%. As a reaction SMILES: [BH4-].[Na+].[Cl:3][C:4]1[CH:9]=[CH:8][C:7]([S:10]([NH:13][CH2:14][CH2:15][C:16]2[CH:17]=[C:18]([CH2:31][CH2:32][C:33]([OH:35])=[O:34])[CH:19]=[C:20]([C:22](=[O:30])[C:23]3[CH:28]=[CH:27][C:26]([F:29])=[CH:25][CH:24]=3)[CH:21]=2)(=[O:12])=[O:11])=[CH:6][CH:5]=1.Cl.C(OCC)(=O)C>C(O)C>[Cl:3][C:4]1[CH:5]=[CH:6][C:7]([S:10]([NH:13][CH2:14][CH2:15][C:16]2[CH:17]=[C:18]([CH2:31][CH2:32][C:33]([OH:35])=[O:34])[CH:19]=[C:20]([CH:22]([C:23]3[CH:28]=[CH:27][C:26]([F:29])=[CH:25][CH:24]=3)[OH:30])[CH:21]=2)(=[O:12])=[O:11])=[CH:8][CH:9]=1 |f:0.1|. Procedure details: Sodium borohydride (0.077 g) was added portionwise to a suspension of 3-[2-[(4-chlorophenyl)sulphonylamino]ethyl]-5-(4-fluorobenzoyl)benzenepropanoic acid (0.50 g) in ethanol (12 ml), and the resulting solution was stirred at room temperature for 18 hours. 2N hydrochloric acid (5 ml) was added dropwise followed by ethyl acetate (50 ml), and the mixture was stirred for 1 hour. The organic layer was separated, washed with water and dried (MgSO4). The solvent was evaporated and the residue was chro... As a reaction SMILES: [C:1]([C:4]1[N:8]2[CH2:9][CH2:10][N:11]([CH2:14][C:15]3[CH:20]=[CH:19][C:18]([F:21])=[CH:17][CH:16]=3)[C:12](=[O:13])[C:7]2=[C:6]([O:22]CC2C=CC=CC=2)[C:5]=1[C:30]([O:32][CH2:33][CH3:34])=[O:31])(=[O:3])[CH3:2]>[OH-].[OH-].[Pd+2].C(O)C>[C:1]([C:4]1[N:8]2[CH2:9][CH2:10][N:11]([CH2:14][C:15]3[CH:16]=[CH:17][C:18]([F:21])=[CH:19][CH:20]=3)[C:12](=[O:13])[C:7]2=[C:6]([OH:22])[C:5]=1[C:30]([O:32][CH2:33][CH3:34])=[O:31])(=[O:3])[CH3:2] |f:1.2.3|. Solvent: C(C)O (ethanol). Procedure details: A mixture of ethyl 6-acetyl-8-(benzyloxy)-2-(4-fluorobenzyl)-1-oxo-1,2,3,4-tetrahydropyrrolo[1,2-a]-pyrazine-7-carboxylate (140 mg, 0.30 mmol) and Pearlman's catalyst (5.0 mg, 20% Pd(OH)2 on carbon) in ethanol (20 mL) was stirred under an atmosphere of hydrogen gas (1 atm) at room temperature overnight. The reaction mixture was filtered through a pad of Celite. The filtrate was concentrated under vacuum to provide the titled product. The product is C(C)(=O)C1=C(C(=C2N1CCN(C2=O)CC2=CC=C(C=C2)F)O)C(=O)OCC (Ethyl 6-acetyl-2-(4-fluorobenzyl)-8-hydroxy-1-oxo-1,2,3,4-tetrahydropyrrolo[1,2-a]-pyrazine-7-carboxylate). Starting materials: C(C)(=O)C1=C(C(=C2N1CCN(C2=O)CC2=CC=C(C=C2)F)OCC2=CC=CC=C2)C(=O)OCC (ethyl 6-acetyl-8-(benzyloxy)-2-(4-fluorobenzyl)-1-oxo-1,2,3,4-tetrahydropyrrolo[1,2-a]-pyrazine-7-carboxylate). Reagents/catalysts: [OH-].[OH-].[Pd+2] (Pearlman's catalyst). Run at time 8 hour.